Task: describe an organic reaction: reactants, conditions, products, and yield. Dataset: the Open Reaction Database (ORD), a public repository of structured organic reaction records Reactants: CCNC(=O)[C@@H]1CCCN1C(=O)[C@H](CCCNC(=N)N)NC(=O)[C@H](CC(C)C)NC(=O)[C@@H](CC(C)C)NC(=O)[C@H](CC=2C=CC(=CC2)O)NC(=O)[C@H](CO)NC(=O)[C@H](CC3=CNC4=C3C=CC=C4)NC(=O)[C@H](CC5=CNC=N5)NC(=O)[C@@H]6CCC(=O)N6 (leuprolide), C(CCCCCCCCCCCCCCC)(=O)O (palmitic acid). The solvent is CO (methanol). Product: CCNC(=O)[C@@H]1CCCN1C(=O)[C@H](CCCNC(=N)N)NC(=O)[C@H](CC(C)C)NC(=O)[C@@H](CC(C)C)NC(=O)[C@H](CC=2C=CC(=CC2)O)NC(=O)[C@H](CO)NC(=O)[C@H](CC3=CNC4=C3C=CC=C4)NC(=O)[C@H](CC5=CNC=N5)NC(=O)[C@@H]6CCC(=O)N6.C(CCCCCCCCCCCCCCC)(=O)[O-] (Leuprolide Palmitate). As a reaction SMILES: [CH3:1][CH2:2][NH:3][C:4]([C@H:6]1[N:10]([C:11]([C@@H:13]([NH:21][C:22]([C@@H:24]([NH:29][C:30]([C@H:32]([NH:37][C:38]([C@@H:40]([NH:49][C:50]([C@@H:52]([NH:55][C:56]([C@@H:58]([NH:69][C:70]([C@@H:72]([NH:79][C:80]([C@H:82]2[NH:87][C:85](=[O:86])[CH2:84][CH2:83]2)=[O:81])[CH2:73][C:74]2[N:78]=[CH:77][NH:76][CH:75]=2)=[O:71])[CH2:59][C:60]2[C:64]3[CH:65]=[CH:66][CH:67]=[CH:68][C:63]=3[NH:62][CH:61]=2)=[O:57])[CH2:53][OH:54])=[O:51])[CH2:41][C:42]2[CH:43]=[CH:44][C:45]([OH:48])=[CH:46][CH:47]=2)=[O:39])[CH2:33][CH:34]([CH3:36])[CH3:35])=[O:31])[CH2:25][CH:26]([CH3:28])[CH3:27])=[O:23])[CH2:14][CH2:15][CH2:16][NH:17][C:18]([NH2:20])=[NH:19])=[O:12])[CH2:9][CH2:8][CH2:7]1)=[O:5].[C:88]([OH:105])(=[O:104])[CH2:89][CH2:90][CH2:91][CH2:92][CH2:93][CH2:94][CH2:95][CH2:96][CH2:97][CH2:98][CH2:99][CH2:100][CH2:101][CH2:102][CH3:103]>CO>[CH3:1][CH2:2][NH:3][C:4]([C@H:6]1[N:10]([C:11]([C@@H:13]([NH:21][C:22]([C@@H:24]([NH:29][C:30]([C@H:32]([NH:37][C:38]([C@@H:40]([NH:49][C:50]([C@@H:52]([NH:55][C:56]([C@@H:58]([NH:69][C:70]([C@@H:72]([NH:79][C:80]([C@H:82]2[NH:87][C:85](=[O:86])[CH2:84][CH2:83]2)=[O:81])[CH2:73][C:74]2[N:78]=[CH:77][NH:76][CH:75]=2)=[O:71])[CH2:59][C:60]2[C:64]3[CH:65]=[CH:66][CH:67]=[CH:68][C:63]=3[NH:62][CH:61]=2)=[O:57])[CH2:53][OH:54])=[O:51])[CH2:41][C:42]2[CH:47]=[CH:46][C:45]([OH:48])=[CH:44][CH:43]=2)=[O:39])[CH2:33][CH:34]([CH3:36])[CH3:35])=[O:31])[CH2:25][CH:26]([CH3:28])[CH3:27])=[O:23])[CH2:14][CH2:15][CH2:16][NH:17][C:18]([NH2:20])=[NH:19])=[O:12])[CH2:9][CH2:8][CH2:7]1)=[O:5].[C:88]([O-:105])(=[O:104])[CH2:89][CH2:90][CH2:91][CH2:92][CH2:93][CH2:94][CH2:95][CH2:96][CH2:97][CH2:98][CH2:99][CH2:100][CH2:101][CH2:102][CH3:103] |f:3.4|. Procedure details: A methanol solution containing 0. 1 mmol of leuprolide free base (prepared according to the method of Example 1) and 0.1 mmol of palmitic acid (SigmaChemical Co., P.O. Box 14508, St. Louis, Mo. 63178) was evaporated to dryness under s stream of dry nitrogen. Starting materials: N,N-Dicyclohexylcarbodiimide, C(C(=O)O)(=O)O (oxalic acid), primary alcohol, CC1(OCCN2C1=C(C=1C=CC=CC21)C)CCCO (1,10-dimethyl-3,4-dihydro-1H-1,4-oxazino[4,3-a]indole-1-propanol), FC(C(=O)O)(F)F (trifluoroacetic acid), N1=CC=CC=C1 (pyridine). Run in CO (methanol), CCOCC (ether), O (water). Run at time 5 hour. The product is CC1(OCCN2C1=C(C=1C=CC=CC21)C)CCC=O (1,10-Dimethyl-3,4-dihydro-1H-1,4-oxazino[4,3-a]indole-1-propionaldehyde). Reaction SMILES: [CH3:1][C:2]1([CH2:16][CH2:17][CH2:18][OH:19])[C:7]2=[C:8]([CH3:15])[C:9]3[CH:10]=[CH:11][CH:12]=[CH:13][C:14]=3[N:6]2[CH2:5][CH2:4][O:3]1.FC(F)(F)C(O)=O.N1C=CC=CC=1.C(O)(=O)C(O)=O>O.CO.CCOCC>[CH3:1][C:2]1([CH2:16][CH2:17][CH:18]=[O:19])[C:7]2=[C:8]([CH3:15])[C:9]3[CH:10]=[CH:11][CH:12]=[CH:13][C:14]=3[N:6]2[CH2:5][CH2:4][O:3]1. Procedure details: N,N-Dicyclohexylcarbodiimide (2.87 g.) is added to a cooled, stirred solution of the primary alcohol, 1,10-dimethyl-3,4-dihydro-1H-1,4-oxazino[4,3-a]indole-1-propanol (1.0 g.), described in Example 462, in 10 ml. of dimethyl sulfoxidebenzene (2:1) containing trifluoroacetic acid (0.18 ml.) and pyridine (0.38 ml.). The reaction is stirred at room temperature under nitrogen for 5 hr. The reaction mixture is now diluted with 100 ml. of ether, followed by the dropwise addition of a solution of oxali... Starting materials: O=c1n(Cc2ccc(C(F)(F)F)nc2CO)nc2c(-c3ccncc3)c(-c3ccc(Cl)cc3)ccn12, ClCCl. The product is O=Cc1nc(C(F)(F)F)ccc1Cn1nc2c(-c3ccncc3)c(-c3ccc(Cl)cc3)ccn2c1=O. RXN SMILES: [Cl:1][c:2]1[cH:3][cH:4][c:5](-[c:8]2[c:9](-[c:31]3[cH:32][cH:33][n:34][cH:35][cH:36]3)[c:10]3[n:11]([cH:12][cH:13]2)[c:14](=[O:30])[n:15]([CH2:17][c:18]2[c:19]([CH2:28][OH:29])[n:20][c:21]([C:24]([F:25])([F:26])[F:27])[cH:22][cH:23]2)[n:16]3)[cH:6][cH:7]1.[Cl:37][CH2:38][Cl:39]>>[Cl:1][c:2]1[cH:3][cH:4][c:5](-[c:8]2[c:9](-[c:31]3[cH:32][cH:33][n:34][cH:35][cH:36]3)[c:10]3[n:11]([cH:12][cH:13]2)[c:14](=[O:30])[n:15]([CH2:17][c:18]2[c:19]([CH:28]=[O:29])[n:20][c:21]([C:24]([F:25])([F:26])[F:27])[cH:22][cH:23]2)[n:16]3)[cH:6][cH:7]1. Reactants: ClC=1C(=NC=C(C(=O)NC2=CC=C(C=C2)OC(F)(F)F)C1)C (5-chloro-6-methyl-N-(4-(trifluoromethoxy)phenyl)nicotinamide), N1=CN=CC(=C1)B(O)O (pyrimidin-5-ylboronic acid). The product is CC1=NC=C(C(=O)NC2=CC=C(C=C2)OC(F)(F)F)C=C1C=1C=NC=NC1 (6-Methyl-5-(pyrimidin-5-yl)-N-(4-(trifluoromethoxy)phenyl)nicotinamide). RXN SMILES: Cl[C:2]1[C:3]([CH3:22])=[N:4][CH:5]=[C:6]([CH:21]=1)[C:7]([NH:9][C:10]1[CH:15]=[CH:14][C:13]([O:16][C:17]([F:20])([F:19])[F:18])=[CH:12][CH:11]=1)=[O:8].[N:23]1[CH:28]=[C:27](B(O)O)[CH:26]=[N:25][CH:24]=1>>[CH3:22][C:3]1[C:2]([C:27]2[CH:28]=[N:23][CH:24]=[N:25][CH:26]=2)=[CH:21][C:6]([C:7]([NH:9][C:10]2[CH:15]=[CH:14][C:13]([O:16][C:17]([F:20])([F:19])[F:18])=[CH:12][CH:11]=2)=[O:8])=[CH:5][N:4]=1. Reported procedure: The title compound was prepared in an analogous fashion to that described in Example 40 using 5-chloro-6-methyl-N-(4-(trifluoromethoxy)phenyl)nicotinamide (Stage 43.1) and pyrimidin-5-ylboronic acid. UPLC-MS (Condition 1) tR=2.10 min, m/z=375.0 [M+H]+, m/z=373.0 [M−H]−; 1H-NMR (400 MHz, DMSO-d6) δ ppm 2.57 (s, 3H) 7.40 (d, J=8.80 Hz, 2H) 7.88 (d, J=9.29 Hz, 2H) 8.30 (d, J=2.20 Hz, 1H) 9.03 (s, 2H) 9.08 (d, J=2.20 Hz, 1H) 9.29 (s, 1H) 10.55 (s, 1H).